This data is from the Open Reaction Database (ORD), a public repository of structured organic reaction records. The task is: describe an organic reaction: reactants, conditions, products, and yield Reactants: N1(C=NC=C1)C[C@H](C1=CC=CC=C1)OC1=C(C=2CCCC(C2C=C1)=O)CS(=O)(=O)C=1C=C(C(=O)O)C=CC1 (3-{[(2-{[(1S)-2-(1H-imidazol-1-yl)-1-phenylethyl]oxy}-5-oxo-5,6,7,8-tetrahydro-1-naphthalenyl)methyl]sulfonyl}benzoic acid), C1(CC1)N (cyclopropylamine). The product is C1(CC1)NC(C1=CC(=CC=C1)S(=O)(=O)CC1=C(C=CC=2C(CCCC12)=O)O[C@H](CN1C=NC=C1)C1=CC=CC=C1)=O (N-Cyclopropyl-3-{[(2-{[(1S)-2-(1H-imidazol-1-yl)-1-phenylethyl]oxy}-5-oxo-5,6,7,8-tetrahydro-1-naphthalenyl)methyl]sulfonyl}benzamide). Isolated yield 77.2%. RXN SMILES: [N:1]1([CH2:6][C@@H:7]([O:14][C:15]2[CH:24]=[CH:23][C:22]3[C:21](=[O:25])[CH2:20][CH2:19][CH2:18][C:17]=3[C:16]=2[CH2:26][S:27]([C:30]2[CH:31]=[C:32]([CH:36]=[CH:37][CH:38]=2)[C:33]([OH:35])=O)(=[O:29])=[O:28])[C:8]2[CH:13]=[CH:12][CH:11]=[CH:10][CH:9]=2)[CH:5]=[CH:4][N:3]=[CH:2]1.[CH:39]1([NH2:42])[CH2:41][CH2:40]1>>[CH:39]1([NH:42][C:33](=[O:35])[C:32]2[CH:36]=[CH:37][CH:38]=[C:30]([S:27]([CH2:26][C:16]3[C:17]4[CH2:18][CH2:19][CH2:20][C:21](=[O:25])[C:22]=4[CH:23]=[CH:24][C:15]=3[O:14][C@@H:7]([C:8]3[CH:13]=[CH:12][CH:11]=[CH:10][CH:9]=3)[CH2:6][N:1]3[CH:5]=[CH:4][N:3]=[CH:2]3)(=[O:28])=[O:29])[CH:31]=2)[CH2:41][CH2:40]1. Procedure: Using the method in Example 172, 3-{[(2-{[(1S)-2-(1H-imidazol-1-yl)-1-phenylethyl]oxy}-5-oxo-5,6,7,8-tetrahydro-1-naphthalenyl)methyl]sulfonyl}benzoic acid (53 mg, 0.10 mmol, 0.20M in DMF) and cyclopropylamine (17 mg, 0.30 mmol, 0.6M in DMF) were combined to give 44 mg of the desired compound: Low resolution mass spectrum (LC-MS, APCI) m/z 570 [M+H]+. Starting materials: NC1=NC(=CC(=N1)Cl)CCl (2-amino-4-chloro-6-chloromethylpyrimidine). Solvent: C(C)OCC (diethyl ether), Cl (hydrogen chloride). Product: Cl.NC1=NC(=CC(=N1)Cl)CCl (2-amino-4-chloro-6-chloromethyl-pyrimidine hydrochloride). Reaction SMILES: [NH2:1][C:2]1[N:7]=[C:6]([Cl:8])[CH:5]=[C:4]([CH2:9][Cl:10])[N:3]=1>C(OCC)C.Cl>[ClH:8].[NH2:1][C:2]1[N:7]=[C:6]([Cl:8])[CH:5]=[C:4]([CH2:9][Cl:10])[N:3]=1 |f:3.4|. Reported procedure: 3.56 Parts of 2-amino-4-chloro-6-chloromethylpyrimidine was dissolved in 53 parts of dry diethyl ether and dry hydrogen chloride was bubbled through the solution, with stirring, until no further solid precipitated the solid was filtered, washed with ether and dried in vacuo. Recrystallisation from acetone gave 2-amino-4-chloro-6-chloromethyl-pyrimidine hydrochloride m.p. 145°-150° C. (decomposition). Starting materials: Cl (hydrochloric acid), FC1=C(C=CC(=C1)NCC=1C=C(C=CC1)C1=C(C=C(C=C1C)OCC1(CCS(CC1)(=O)=O)O)C)CCC(=O)OCC (ethyl 3-(2-fluoro-4-[({4′-[(4-hydroxy-1,1-dioxidotetrahydro-2H-thiopyran-4-yl)methoxy]-2′,6′-dimethylbiphenyl-3-yl)methyl)amino]phenyl}propanoate), CO (methanol), [OH-].[Na+] (sodium hydroxide). The solvent is O1CCCC1 (tetrahydrofuran). Conditions: time 4 hour. Product: FC1=C(C=CC(=C1)NCC=1C=C(C=CC1)C1=C(C=C(C=C1C)OCC1(CCS(CC1)(=O)=O)O)C)CCC(=O)O (3-{2-fluoro-4-[({4′-[(4-hydroxy-1,1-dioxidotetrahydro-2H-thiopyran-4-yl)methoxy]-2′,6′-dimethylbiphenyl-3-yl}methyl)amino]phenyl}propanoic acid). Isolated yield 77.8%. RXN SMILES: [F:1][C:2]1[CH:7]=[C:6]([NH:8][CH2:9][C:10]2[CH:11]=[C:12]([C:16]3[C:21]([CH3:22])=[CH:20][C:19]([O:23][CH2:24][C:25]4([OH:33])[CH2:30][CH2:29][S:28](=[O:32])(=[O:31])[CH2:27][CH2:26]4)=[CH:18][C:17]=3[CH3:34])[CH:13]=[CH:14][CH:15]=2)[CH:5]=[CH:4][C:3]=1[CH2:35][CH2:36][C:37]([O:39]CC)=[O:38].CO.[OH-].[Na+].Cl>O1CCCC1>[F:1][C:2]1[CH:7]=[C:6]([NH:8][CH2:9][C:10]2[CH:11]=[C:12]([C:16]3[C:21]([CH3:22])=[CH:20][C:19]([O:23][CH2:24][C:25]4([OH:33])[CH2:26][CH2:27][S:28](=[O:32])(=[O:31])[CH2:29][CH2:30]4)=[CH:18][C:17]=3[CH3:34])[CH:13]=[CH:14][CH:15]=2)[CH:5]=[CH:4][C:3]=1[CH2:35][CH2:36][C:37]([OH:39])=[O:38] |f:2.3|. Reported procedure: To a mixture of ethyl 3-(2-fluoro-4-[({4′-[(4-hydroxy-1,1-dioxidotetrahydro-2H-thiopyran-4-yl)methoxy]-2′,6′-dimethylbiphenyl-3-yl)methyl)amino]phenyl}propanoate (1.99 g, 3.40 mmol), methanol (24 mL) and tetrahydrofuran (7 mL) was. added 1 M aqueous sodium hydroxide solution (10.2 mL), and the mixture was stirred at room temperature for 4 hr. The reaction mixture was neutralized with 1 M hydrochloric acid, and concentrated under reduced pressure to evaporate the organic solvent. The residue was ... Starting materials: ClC(CC(C1=CC=CC=C1)Cl)(Cl)Cl (1,1,1,3-tetrachloro-3-phenylpropane), S(O)(O)(=O)=O (sulphuric acid), C(C)(=O)O (acetic acid), Cl (hydrogen chloride). Reaction conditions: time 5 hour. The product is C(C=CC1=CC=CC=C1)(=O)O (cinnamic acid). Yield: 9.8%. As a reaction SMILES: ClC(Cl)(Cl)C[CH:4](Cl)[C:5]1[CH:10]=[CH:9][CH:8]=[CH:7][CH:6]=1.S(=O)(=O)(O)O.Cl.[C:20]([OH:23])(=[O:22])[CH3:21]>>[C:20]([OH:23])(=[O:22])[CH:21]=[CH:4][C:5]1[CH:10]=[CH:9][CH:8]=[CH:7][CH:6]=1. Reported procedure: A mixture of 51.6 g of 1,1,1,3-tetrachloro-3-phenylpropane, 60 g of glacial acetic acid and 17.8 g of 55% sulphuric acid is refluxed under stirring at 115° to 122° C. for 5 h, after which time the evolution of hydrogen chloride ceases. The work-up of the reaction mixture as described in Example 1 yields 22.5 g and 2.9 g of cinnamic acid in 85.8% total yield (melting point 131.5° to 133° C., min. 99% purity).